Task: describe an organic reaction: reactants, conditions, products, and yield. Dataset: the Open Reaction Database (ORD), a public repository of structured organic reaction records Starting materials: [OH-].[Na+] (sodium hydroxide), C(C)(=O)NC1=CC=C(C=C1)NC1=C(C=C(C(=O)O)C=C1S(N)(=O)=O)N (4-(4-acetamidophenylamino)-3-amino-5-sulfamoylbenzoic acid), C(C1=CC=CC=C1)Cl (benzyl chloride), [OH-].[Na+] (sodium hydroxide). The solvent is O (water). The product is C(C)(=O)NC1=CC=C(C=C1)NC1=C(C=C(C(=O)O)C=C1S(N)(=O)=O)NCC1=CC=CC=C1 (4-(4-acetamidophenylamino)-3-benzylamino-5-sulfamoylbenzoic acid). As a reaction SMILES: [C:1]([NH:4][C:5]1[CH:10]=[CH:9][C:8]([NH:11][C:12]2[C:20]([S:21](=[O:24])(=[O:23])[NH2:22])=[CH:19][C:15]([C:16]([OH:18])=[O:17])=[CH:14][C:13]=2[NH2:25])=[CH:7][CH:6]=1)(=[O:3])[CH3:2].[OH-].[Na+].[CH2:28](Cl)[C:29]1[CH:34]=[CH:33][CH:32]=[CH:31][CH:30]=1>O>[C:1]([NH:4][C:5]1[CH:10]=[CH:9][C:8]([NH:11][C:12]2[C:20]([S:21](=[O:23])(=[O:24])[NH2:22])=[CH:19][C:15]([C:16]([OH:18])=[O:17])=[CH:14][C:13]=2[NH:25][CH2:28][C:29]2[CH:34]=[CH:33][CH:32]=[CH:31][CH:30]=2)=[CH:7][CH:6]=1)(=[O:3])[CH3:2] |f:1.2|. Procedure: The starting material is prepared as follows: To the mixture of 3.6 g of 4-(4-acetamidophenylamino)-3-amino-5-sulfamoylbenzoic acid, 20 ml of water and the sufficient amount of N aqueous sodium hydroxide to reach a pH = 7.4, 1.3 g of benzyl chloride are added while stirring at 30°. The mixture is stirred for 16 hours at room temperature, during which time 4N aqueous sodium hydroxide is added dropwise to keep said pH value. It is filtered, the filtrate acidified with 2 ml of glacial acetic acid a... Reactants: C(C)(=O)[O-].[Na+] (sodium acetate), C(C)(=O)[O-] (acetate), C1CN(CCN1CCS(=O)(=O)O)CCS(=O)(=O)O (PIPES), O=C[C@H](O)[C@@H](O)[C@H](O)[C@H](O)CO (glucose), CoCl2, O=C[C@H](O)[C@@H](O)[C@H](O)[C@H](O)CO (glucose), C1CN(CCN1CCS(=O)(=O)O)CCS(=O)(=O)O (PIPES), C1CN(CCN1CCCS(=O)(=O)O)CCO (EPPS), C1CN(CCN1CCCS(=O)(=O)O)CCO (EPPS). The reagents and catalysts are C1(O)=CC(O)=CC=C1.[NH4+].[O-]S(=O)(=O)[O-].[O-]S(=O)(=O)[O-].[Fe+3].Cl (resorcinol ferric ammonium sulfate hydrochloric acid). Run in C1COCCN1CCCS(=O)(=O)O (MOPS), C1COCCN1CCCS(=O)(=O)O (MOPS), O (water). The product is OCC(=O)[C@@H](O)[C@H](O)[C@H](O)CO (fructose). As a reaction SMILES: C([O-])(=O)C.[Na+].C1N(CCS(O)(=O)=O)CCN(CCS(O)(=O)=O)C1.C1N(CCCS(O)(=O)=O)CCN(CCO)C1.C([O-])(=O)C.[O:44]=[CH:45][C@@H:46]([C@H:48]([C@@H:50]([C@@H:52]([CH2:54][OH:55])[OH:53])[OH:51])[OH:49])[OH:47]>C1N(CCCS(O)(=O)=O)CCOC1.C1(C=CC=C(O)C=1)O.[NH4+].[O-]S([O-])(=O)=O.[O-]S([O-])(=O)=O.[Fe+3].Cl.O>[OH:44][CH2:45][C:46]([C@H:48]([C@@H:50]([C@@H:52]([CH2:54][OH:55])[OH:53])[OH:51])[OH:49])=[O:47] |f:0.1,7.8.9.10.11.12|. Procedure: Glucose isomerase assays: TNXI and its mutants were assayed routinely with glucose as the substrate. The enzyme (1–1.5 mg/ml) was incubated in 100 mM MOPS (pH 7.0) [or 100 mM sodium acetate (pH 5.5)] containing 1 mM CoCl2 and 0.4 M glucose at 80° C. for 10 min. The reaction was stopped by transferring the tube to an ice bath. The amount of fructose produced was determined by the resorcinol-ferric ammonium sulfate-hydrochloric acid method (Schenk and Bisswanger, 1998). To determine the effect of ... Starting materials: C1(=CC=CC=C1)NC1=CC=CC=C1 (diphenylamine), C(C1=CC=CC=C1)(=O)Cl (benzoylchloride). Solvent: N1=CC=CC=C1 (pyridine). Reaction conditions: time 8 hour. Yields the product C(C1=CC=CC=C1)(=O)NC1=CC=CC=C1 (N-benzoylaniline). The yield is 230.7%. Reaction SMILES: [C:1]1([NH:7]C2C=CC=CC=2)[CH:6]=[CH:5][CH:4]=[CH:3][CH:2]=1.[C:14](Cl)(=[O:21])[C:15]1[CH:20]=[CH:19][CH:18]=[CH:17][CH:16]=1>N1C=CC=CC=1>[C:14]([NH:7][C:1]1[CH:6]=[CH:5][CH:4]=[CH:3][CH:2]=1)(=[O:21])[C:15]1[CH:20]=[CH:19][CH:18]=[CH:17][CH:16]=1. Procedure: 830 mg (2.44 mmole) of the aniline compound obtained in step 1 was dissolved in 10 mL of pyridine, 0.340 mL (2.93 mmoles) of benzoylchloride was added, and the mixture was stirred overnight at room temperature. When the reaction had ended, the solvent was removed under reduced pressure. Ethyl acetate and 1N HCl aqueous solution were added to the residue. The mixture was extracted with ethyl acetate. The obtained organic layer was washed with saturated brine and dried with anhydrous sodium sulfat... Starting materials: O=C([O-])O, O=C(Cl)Oc1ccccc1, [Na+], C1CCOC1, NC1CCN(c2ccccc2)CC1, c1ccncc1. The product is O=C(NC1CCN(c2ccccc2)CC1)Oc1ccccc1. RXN SMILES: [C:30](=[O:31])([OH:32])[O-:33].[C:7]([O:8][c:9]1[cH:10][cH:11][cH:12][cH:13][cH:14]1)(=[O:15])[Cl:16].[Na+:34].[O:35]1[CH2:36][CH2:37][CH2:38][CH2:39]1.[c:17]1([N:23]2[CH2:24][CH2:25][CH:26]([NH2:29])[CH2:27][CH2:28]2)[cH:18][cH:19][cH:20][cH:21][cH:22]1.[cH:1]1[cH:2][cH:3][n:4][cH:5][cH:6]1>>[C:7]([O:8][c:9]1[cH:10][cH:11][cH:12][cH:13][cH:14]1)(=[O:15])[NH:29][CH:26]1[CH2:25][CH2:24][N:23]([c:17]2[cH:18][cH:19][cH:20][cH:21][cH:22]2)[CH2:28][CH2:27]1.